The task is: describe an organic reaction: reactants, conditions, products, and yield. This data is from the Open Reaction Database (ORD), a public repository of structured organic reaction records. Reactants: potassium 5 carbonate, C(C)(=O)NCC(=O)C12CCCN(CC1)C2 (5-[α-(acetylamino)acetyl]-1-azabicyclo[3.2.1]octane), polyphosphoric acid, [OH-].[Na+] (sodium hydroxide). Conditions: temperature 160 celsius. Product: CC=1OC(=CN1)C12CCCN(CC1)C2 (5-(2-Methyl-1,3-oxazol-5-yl)-1-azabicyclo[3.2.1]octane). As a reaction SMILES: [C:1]([NH:4][CH2:5][C:6]([C:8]12[CH2:15][N:12]([CH2:13][CH2:14]1)[CH2:11][CH2:10][CH2:9]2)=[O:7])(=O)[CH3:2].[OH-].[Na+]>>[CH3:2][C:1]1[O:7][C:6]([C:8]23[CH2:15][N:12]([CH2:13][CH2:14]2)[CH2:11][CH2:10][CH2:9]3)=[CH:5][N:4]=1 |f:1.2|. Reported procedure: A mixture of 5-[α-(acetylamino)acetyl]-1-azabicyclo[3.2.1]octane (D29) (0.12 g, 0.57 mmole) and polyphosphoric acid (6.0 g) under nitrogen was placed in an oil bath at 110° C. and heated to 160° C. over a period of 15 min. The temperature was maintained at this level for a further 15 min and the reaction was then poured onto ice. After basifying with 40% sodium hydroxide the solution was saturated with potassium 5 carbonate and extracted into chloroform (4×20 ml). Concentration of the dried (sod... Reactants: CC(C)(C)[Si](C)(C)OCCNc1ccc2cc(-c3ccccc3C(F)(F)F)[nH]c(=O)c2c1, C1CCOC1, CCCC[N+](CCCC)(CCCC)CCCC, CCOC(C)=O, [Cl-], [F-], [NH4+]. The product is O=c1[nH]c(-c2ccccc2C(F)(F)F)cc2ccc(NCCO)cc12. As a reaction SMILES: [C:24]([Si:25]([CH3:26])([CH3:27])[O:29][CH2:30][CH2:31][NH:32][c:33]1[cH:34][cH:35][c:36]2[cH:37][c:38](-[c:44]3[c:45]([C:50]([F:51])([F:52])[F:53])[cH:46][cH:47][cH:48][cH:49]3)[nH:39][c:40](=[O:43])[c:41]2[cH:42]1)([CH3:28])([CH3:54])[CH3:55].[CH2:19]1[O:20][CH2:21][CH2:22][CH2:23]1.[CH2:2]([N+:3]([CH2:4][CH2:5][CH2:6][CH3:7])([CH2:8][CH2:9][CH2:10][CH3:11])[CH2:12][CH2:13][CH2:14][CH3:15])[CH2:16][CH2:17][CH3:18].[CH3:58][CH2:59][O:60][C:61](=[O:62])[CH3:63].[Cl-:56].[F-:1].[NH4+:57]>>[OH:29][CH2:30][CH2:31][NH:32][c:33]1[cH:34][cH:35][c:36]2[cH:37][c:38](-[c:44]3[c:45]([C:50]([F:51])([F:52])[F:53])[cH:46][cH:47][cH:48][cH:49]3)[nH:39][c:40](=[O:43])[c:41]2[cH:42]1. RXN SMILES: [CH3:19][OH:20].[H:21][H:22].[NH2:1][CH:2]1[C:3]([CH2:16][CH3:17])([CH3:18])[CH2:4][N:5]([CH2:9][c:10]2[cH:11][cH:12][cH:13][cH:14][cH:15]2)[CH2:6][CH:7]1[CH3:8].[OH-:23].[OH-:24].[Pd+2:25]>>[NH2:1][CH:2]1[C:3]([CH2:16][CH3:17])([CH3:18])[CH2:4][NH:5][CH2:6][CH:7]1[CH3:8]. The reactants are CO, [H][H], CCC1(C)CN(Cc2ccccc2)CC(C)C1N, [OH-], [OH-], [Pd+2]. The product is CCC1(C)CNCC(C)C1N. Starting materials: COc1cc(C(C)=O)ccc1OCCCCBr, CC#N, [K+], [K+], c1ccc2c(N3CCNCC3)nsc2c1, O=C([O-])[O-]. Product: COc1cc(C(C)=O)ccc1OCCCCN1CCN(c2nsc3ccccc23)CC1. As a reaction SMILES: [Br:16][CH2:17][CH2:18][CH2:19][CH2:20][O:21][c:22]1[c:23]([O:31][CH3:32])[cH:24][c:25]([C:28]([CH3:29])=[O:30])[cH:26][cH:27]1.[CH3:39][C:40]#[N:41].[K+:33].[K+:34].[N:1]1([c:7]2[n:8][s:9][c:10]3[c:11]2[cH:12][cH:13][cH:14][cH:15]3)[CH2:2][CH2:3][NH:4][CH2:5][CH2:6]1.[O-:35][C:36]([O-:37])=[O:38]>>[N:1]1([c:7]2[n:8][s:9][c:10]3[c:11]2[cH:12][cH:13][cH:14][cH:15]3)[CH2:2][CH2:3][N:4]([CH2:17][CH2:18][CH2:19][CH2:20][O:21][c:22]2[c:23]([O:31][CH3:32])[cH:24][c:25]([C:28]([CH3:29])=[O:30])[cH:26][cH:27]2)[CH2:5][CH2:6]1.